Dataset: the Open Reaction Database (ORD), a public repository of structured organic reaction records. Task: describe an organic reaction: reactants, conditions, products, and yield Reactants: CN1CCOCC1, CCN=C=NCCCN(C)C, CN(C)C=O, O=C(O)c1ccc(-c2ccc(Cl)cc2)cc1, Cl, COC(=O)c1ccccc1N1CCCC(CN)C1, O, On1nnc2ccccc21. The product is COC(=O)c1ccccc1N1CCCC(CNC(=O)c2ccc(-c3ccc(Cl)cc3)cc2)C1. Reaction SMILES: [CH3:46][N:47]1[CH2:48][CH2:49][O:50][CH2:51][CH2:52]1.[CH3:54][N:55]([CH3:56])[CH2:57][CH2:58][CH2:59][N:60]=[C:61]=[N:62][CH2:63][CH3:64].[CH3:65][N:66]([CH3:67])[CH:68]=[O:69].[Cl:19][c:20]1[cH:21][cH:22][c:23](-[c:26]2[cH:27][cH:28][c:29]([C:32](=[O:33])[OH:34])[cH:30][cH:31]2)[cH:24][cH:25]1.[ClH:53].[NH2:1][CH2:2][CH:3]1[CH2:4][N:5]([c:9]2[c:10]([C:11](=[O:12])[O:13][CH3:14])[cH:15][cH:16][cH:17][cH:18]2)[CH2:6][CH2:7][CH2:8]1.[OH2:35].[OH:36][n:37]1[c:38]2[cH:39][cH:40][cH:41][cH:42][c:43]2[n:44][n:45]1>>[NH:1]([CH2:2][CH:3]1[CH2:4][N:5]([c:9]2[c:10]([C:11](=[O:12])[O:13][CH3:14])[cH:15][cH:16][cH:17][cH:18]2)[CH2:6][CH2:7][CH2:8]1)[C:32]([c:29]1[cH:28][cH:27][c:26](-[c:23]2[cH:22][cH:21][c:20]([Cl:19])[cH:25][cH:24]2)[cH:31][cH:30]1)=[O:33]. The reactants are C(CCC)C1=NN(C(=C1CC1=CC=C(C=C1)C1=C(C=CC=C1)S(NC(C1=C(C=CC=C1)Cl)=O)(=O)=O)C(=O)OCC)C1=C(C=CC(=C1)NC(CCCC)=O)Cl (ethyl 3-n-butyl-4-[[2'-[N-(2-chlorobenzoyl)sulfamoyl]biphenyl-4-yl]methyl]-1-[2-chloro-5-(valerylamino)phenyl]-1H-pyrazole-5-carboxylate), [OH-].[Na+] (NaOH), CO (methanol), Cl (HCl). Run in O (H2O). Reaction conditions: temperature 60 celsius, time 2 hour. Yields the product C(CCC)C1=NN(C(=C1CC1=CC=C(C=C1)C1=C(C=CC=C1)S(NC(C1=C(C=CC=C1)Cl)=O)(=O)=O)C(=O)O)C1=C(C=CC(=C1)NC(CCCC)=O)Cl (3-n-Butyl-4-[[2'-[N-(2-chlorobenzoyl)sulfamoyl]biphenyl-4-yl]methyl]-1-[2-chloro-5-(valerylamino)phenyl]-1H-pyrazole-5-carboxylic Acid). Isolated yield 99.2%. Reaction SMILES: [CH2:1]([C:5]1[C:9]([CH2:10][C:11]2[CH:16]=[CH:15][C:14]([C:17]3[CH:22]=[CH:21][CH:20]=[CH:19][C:18]=3[S:23](=[O:35])(=[O:34])[NH:24][C:25](=[O:33])[C:26]3[CH:31]=[CH:30][CH:29]=[CH:28][C:27]=3[Cl:32])=[CH:13][CH:12]=2)=[C:8]([C:36]([O:38]CC)=[O:37])[N:7]([C:41]2[CH:46]=[C:45]([NH:47][C:48](=[O:53])[CH2:49][CH2:50][CH2:51][CH3:52])[CH:44]=[CH:43][C:42]=2[Cl:54])[N:6]=1)[CH2:2][CH2:3][CH3:4].[OH-].[Na+].CO.Cl>O>[CH2:1]([C:5]1[C:9]([CH2:10][C:11]2[CH:16]=[CH:15][C:14]([C:17]3[CH:22]=[CH:21][CH:20]=[CH:19][C:18]=3[S:23](=[O:35])(=[O:34])[NH:24][C:25](=[O:33])[C:26]3[CH:31]=[CH:30][CH:29]=[CH:28][C:27]=3[Cl:32])=[CH:13][CH:12]=2)=[C:8]([C:36]([OH:38])=[O:37])[N:7]([C:41]2[CH:46]=[C:45]([NH:47][C:48](=[O:53])[CH2:49][CH2:50][CH2:51][CH3:52])[CH:44]=[CH:43][C:42]=2[Cl:54])[N:6]=1)[CH2:2][CH2:3][CH3:4] |f:1.2|. Reported procedure: A mixture of 39.5 mg (0.05 mmol) of ethyl 3-n-butyl-4-[[2'-[N-(2-chlorobenzoyl)sulfamoyl]biphenyl-4-yl]methyl]-1-[2-chloro-5-(valerylamino)phenyl]-1H-pyrazole-5-carboxylate (from Example 1), 200 μL (0.5 mmol) of 2.5N NaOH, and 600 μL of methanol was stirred under N2 at 60° C. for 2 hours. The solution was cooled, diluted with 5 mL of H2O, and adjusted to approximately pH 2 by gradual addition of 2N HCl, resulting in precipitation. The precipitate was collected on a filter and dried to yield 37.8...